This data is from the Open Reaction Database (ORD), a public repository of structured organic reaction records. The task is: describe an organic reaction: reactants, conditions, products, and yield The reactants are C(C)(=O)NCC1=CC=C(O1)C=1N=C(SC1)NC(=S)NC(C1=CC=CC=C1)=O (4-(5-acetylaminomethylfuran-2-yl)-2-(3-benzoylthioureido)thiazole). The solvent is C(C)O (ethanol), Cl (hydrochloric acid). Yields the product NCC1=CC=C(O1)C=1N=C(SC1)NC(=S)N (4-(5-aminomethylfuran-2-yl)-2-thioureidothiazole). The yield is 40.3%. As a reaction SMILES: C([NH:4][CH2:5][C:6]1[O:10][C:9]([C:11]2[N:12]=[C:13]([NH:16][C:17]([NH:19]C(=O)C3C=CC=CC=3)=[S:18])[S:14][CH:15]=2)=[CH:8][CH:7]=1)(=O)C>C(O)C.Cl>[NH2:4][CH2:5][C:6]1[O:10][C:9]([C:11]2[N:12]=[C:13]([NH:16][C:17]([NH2:19])=[S:18])[S:14][CH:15]=2)=[CH:8][CH:7]=1. Procedure: A mixture of 4-(5-acetylaminomethylfuran-2-yl)-2-(3-benzoylthioureido)thiazole (39.5 g) in ethanol (400 ml) and conc. hydrochloric acid (87.1 ml) was heated under reflux for 15 hours and then the mixture was evaporated in vacuo. To the residue was added to a mixture of ethyl acetate and water and the mixture was adjusted to pH 9.5 with a potassium carbonate. The isolated precipitate was collected by filtration to give 4-(5-aminomethylfuran-2-yl)-2-thioureidothiazole (10.1 g). The reactants are CC(C)(C)OC(=O)N1Cc2cc(Cl)ccc2-n2c(nnc2C2CCC(=O)CC2)C1, [Cl-], C1CCOC1, [Mg+]c1ccccc1. Yields the product CC(C)(C)OC(=O)N1Cc2cc(Cl)ccc2-n2c(nnc2C2CCC(O)(c3ccccc3)CC2)C1. Reaction SMILES: [C:1]([CH3:2])([CH3:3])([CH3:4])[O:5][C:6](=[O:7])[N:8]1[CH2:9][c:10]2[c:11]([cH:25][cH:26][c:27]([Cl:29])[cH:28]2)-[n:12]2[c:13]([CH:18]3[CH2:19][CH2:20][C:21](=[O:24])[CH2:22][CH2:23]3)[n:14][n:15][c:16]2[CH2:17]1.[Cl-:30].[O:38]1[CH2:39][CH2:40][CH2:41][CH2:42]1.[c:31]1([Mg+:37])[cH:32][cH:33][cH:34][cH:35][cH:36]1>>[C:1]([CH3:2])([CH3:3])([CH3:4])[O:5][C:6](=[O:7])[N:8]1[CH2:9][c:10]2[c:11]([cH:25][cH:26][c:27]([Cl:29])[cH:28]2)-[n:12]2[c:13]([CH:18]3[CH2:19][CH2:20][C:21]([OH:24])([c:31]4[cH:32][cH:33][cH:34][cH:35][cH:36]4)[CH2:22][CH2:23]3)[n:14][n:15][c:16]2[CH2:17]1. Starting materials: OC1=C(C=CC(=C1)OC)C1(C(N(C2=CC=CC=C12)CCCCC)=O)CO (3-(2-hydroxy-4-methoxyphenyl)-3-(hydroxymethyl)-1-pentyl-1,3-dihydro-2H-indol-2-one), C1(CC1)CCN1C(C(C2=CC=CC=C12)(CO)C1=CC2=C(OCO2)C=C1O)=O (1-(2-cyclopropylethyl)-3-(6-hydroxy-1,3-benzodioxol-5-yl)-3-(hydroxymethyl)-1,3-dihydro-2H-indol-2-one). The product is COC1=CC2=C(C=C1)C1(C(N(C3=CC=CC=C13)CCCCC)=O)CO2 (6-methoxy-1′-pentylspiro[1-benzofuran-3,3′-indol]-2′(1′H)-one). Yield: 99.0%. RXN SMILES: O[C:2]1[CH:7]=[C:6]([O:8][CH3:9])[CH:5]=[CH:4][C:3]=1[C:10]1([CH2:25][OH:26])[C:18]2[C:13](=[CH:14][CH:15]=[CH:16][CH:17]=2)[N:12]([CH2:19][CH2:20][CH2:21][CH2:22][CH3:23])[C:11]1=[O:24].C1(CCN2C3C(=CC=CC=3)C(C3C(O)=CC4OCOC=4C=3)(CO)C2=O)CC1>>[CH3:9][O:8][C:6]1[CH:5]=[CH:4][C:3]2[C:10]3([CH2:25][O:26][C:2]=2[CH:7]=1)[C:18]1[C:13](=[CH:14][CH:15]=[CH:16][CH:17]=1)[N:12]([CH2:19][CH2:20][CH2:21][CH2:22][CH3:23])[C:11]3=[O:24]. Procedure: Following the procedure as described in EXAMPLE 1, and making non-critical variations using 3-(2-hydroxy-4-methoxyphenyl)-3-(hydroxymethyl)-1-pentyl-1,3-dihydro-2H-indol-2-one to replace 1-(2-cyclopropylethyl)-3-(6-hydroxy-1,3-benzodioxol-5-yl)-3-(hydroxymethyl)-1,3-dihydro-2H-indol-2-one, the title compound was obtained in 99% yield: 1H NMR (300 MHz, CDCl3) δ 7.30 (td, 1H), 7.14 (dd, 1H), 7.03 (t, 1H), 6.91 (d, 1H), 6.58 (d, 1H), 6.52 (d, 1H), 6.36 (dd, 1H), 4.93 (d, 1H), 4.69 (d, 1H), 3.91-3.6... The reactants are C1C(CC2=CC=CC=C12)OC=1C=C2CCCC(C2=CC1)CC(=O)OCC ((R/S) Ethyl 2-(6-(2,3-dihydro-1H-inden-2-yloxy)-1,2,3,4-tetrahydronaphthalen-1-yl)acetate), [Li+].[OH-] (LiOH), Cl (HCl). Run in C1CCOC1.O (THF H2O). Reaction conditions: time 6 hour. Yields the product C1C(CC2=CC=CC=C12)OC=1C=C2CCCC(C2=CC1)CC(=O)O ((R/S)-2-(6-(2,3-Dihydro-1H-inden-2-yloxy)-1,2,3,4-tetrahydronaphthalen-1-yl)acetic acid), oil. Isolated yield 96.0%. RXN SMILES: [CH2:1]1[C:9]2[C:4](=[CH:5][CH:6]=[CH:7][CH:8]=2)[CH2:3][CH:2]1[O:10][C:11]1[CH:12]=[C:13]2[C:18](=[CH:19][CH:20]=1)[CH:17]([CH2:21][C:22]([O:24]CC)=[O:23])[CH2:16][CH2:15][CH2:14]2.[Li+].[OH-].Cl>C1COCC1.O>[CH2:1]1[C:9]2[C:4](=[CH:5][CH:6]=[CH:7][CH:8]=2)[CH2:3][CH:2]1[O:10][C:11]1[CH:12]=[C:13]2[C:18](=[CH:19][CH:20]=1)[CH:17]([CH2:21][C:22]([OH:24])=[O:23])[CH2:16][CH2:15][CH2:14]2 |f:1.2,4.5|. Reported procedure: A mixture of (R/S)-ethyl 2-(6-(2,3-dihydro-1H-inden-2-yloxy)-1,2,3,4-tetrahydronaphthalen-1-yl)acetate 52 (85 mg, 0.24 mmol) and LiOH (40 mg) in THF-H2O (1/1, 4 mL) was stirred at room temperature for 6 hours. 2N HCl was added to acidify the mixture to pH 2-3. The mixture was then extracted with EtOAc (2×20 mL). The combined organic layers were washed with water and brine, and dried over Na2SO4. The residue obtained after filtration and concentration was purified with flash chromatography (0-60%... Reactants: CC1=C(C=CC(=C1)O)C(=O)C (4-hydroxy-2-methylacetophenone), C([O-])([O-])=O.[K+].[K+] (potassium carbonate), BrCCCCCCC (1-bromoheptane), C1(CCCCC1)=O (cyclohexanone). The product is 34.0, CCCC(CCC)OC(C(=O)C1=CC=CC=C1)C (4-heptyloxy-2-methylacetophenone). Yield: 82.5%. As a reaction SMILES: C[C:2]1[CH:7]=[C:6](O)[CH:5]=[CH:4][C:3]=1C(C)=O.[C:12](=[O:15])([O-])[O-].[K+].[K+].Br[CH2:19][CH2:20][CH2:21][CH2:22][CH2:23][CH2:24][CH3:25].[C:26]1(=[O:32])CCCC[CH2:27]1>>[CH3:19][CH2:20][CH2:21][CH:22]([O:32][CH:26]([CH3:27])[C:12]([C:2]1[CH:3]=[CH:4][CH:5]=[CH:6][CH:7]=1)=[O:15])[CH2:23][CH2:24][CH3:25] |f:1.2.3|. Procedure: Twenty-five parts of 4-hydroxy-2-methylacetophenone, 46 parts of potassium carbonate and 34.3 parts of 1-bromoheptane were stirred in 148 parts by volume of cyclohexanone and refluxed for 2 hours. The product was filtered and the solvent evaporated leaving an oily residue. This material was distilled at 150°-152° C. at 0.09 mm Hg to obtain 34.0 parts (82.5% yield) of 4-heptyloxy-2-methylacetophenone.